This data is from the Open Reaction Database (ORD), a public repository of structured organic reaction records. The task is: describe an organic reaction: reactants, conditions, products, and yield The reactants are C1(CCCCC1)OCCO (2-(cyclohexyloxy)ethanol), COC(C(C1=CC=C(C=C1)O)=O)=O (4-hydroxy-alpha-oxobenzeneacetic acid methyl ester), S(=O)(=O)([O-])C1=CC=C(C)C=C1 (tosylate), [H-].[Na+] (sodium hydride). Run in CN(C=O)C (dimethylformamide). Reaction conditions: temperature 60 celsius, time 15 minute. Product: COC(C(C1=CC=C(C=C1)OCCOC1CCCCC1)=O)=O (4-[[2-(cyclohexyloxy)ethyl]oxy]-alpha-oxobenzeneacetic acid methyl ester). As a reaction SMILES: [CH3:1][O:2][C:3](=[O:13])[C:4](=[O:12])[C:5]1[CH:10]=[CH:9][C:8]([OH:11])=[CH:7][CH:6]=1.[H-].[Na+].S(C1C=CC(C)=CC=1)([O-])(=O)=O.[CH:27]1([O:33][CH2:34][CH2:35]O)[CH2:32][CH2:31][CH2:30][CH2:29][CH2:28]1>CN(C)C=O>[CH3:1][O:2][C:3](=[O:13])[C:4](=[O:12])[C:5]1[CH:10]=[CH:9][C:8]([O:11][CH2:35][CH2:34][O:33][CH:27]2[CH2:32][CH2:31][CH2:30][CH2:29][CH2:28]2)=[CH:7][CH:6]=1 |f:1.2|. Procedure details: A stirred mixture of 4-hydroxy-alpha-oxobenzeneacetic acid methyl ester (0.724) in dimethylformamide (10 mL) under argon was treated with 55% sodium hydride (0.175 g), stirred for 15 minutes and treated with the tosylate prepared from 2-(cyclohexyloxy)ethanol (1.49 g). The mixture was heated at 60° C. overnight and worked up as in Example 20. The material from dichloromethane extraction was purified by HPLC (diethyl ether-hexane; 1:1) to provide 0.9 g of pure 4-[[2-(cyclohexyloxy)ethyl]oxy]-alph...